Dataset: the Open Reaction Database (ORD), a public repository of structured organic reaction records. Task: describe an organic reaction: reactants, conditions, products, and yield Starting materials: O (water), FC(C1(CC1)C(=O)O)(F)F (1-(Trifluoromethyl)cyclopropanecarboxylic acid), COC(=O)C1CCNCC1 (piperidine-4-carboxylic acid methyl ester), C(=O)(N1C=NC=C1)N1C=NC=C1 (Carbonyldiimidazole). The solvent is O1CCCC1 (tetrahydrofuran). Conditions: temperature 27.5 celsius, time 20 minute. Yields the product C(C)OC(=O)C1CCN(CC1)C(=O)C1(CC1)C(F)(F)F (1-(1-Trifluoromethyl-cyclopropanecarbonyl)-piperidine-4-carboxylic acid ethyl ester). Yield: 74.4%. Reaction SMILES: [F:1][C:2]([F:10])([F:9])[C:3]1([C:6](O)=[O:7])[CH2:5][CH2:4]1.[C:11](N1C=CN=C1)(N1C=CN=C1)=O.[CH3:23][O:24][C:25]([CH:27]1[CH2:32][CH2:31][NH:30][CH2:29][CH2:28]1)=[O:26].O>O1CCCC1>[CH2:23]([O:24][C:25]([CH:27]1[CH2:32][CH2:31][N:30]([C:6]([C:3]2([C:2]([F:10])([F:9])[F:1])[CH2:5][CH2:4]2)=[O:7])[CH2:29][CH2:28]1)=[O:26])[CH3:11]. Reported procedure: 1-(Trifluoromethyl)cyclopropanecarboxylic acid (400 g, 2.6 mol) is dissolved in 3.2 L of tetrahydrofuran and cooled to 10˜20° C. Carbonyldiimidazole (462.4 g, 1.1 eq) is added in portions. The mixture is stirred at 25-30° C. for 20 min. Then piperidine-4-carboxylic acid methyl ester (445.6 g, 1.2 eq) is added dropwise at <30° C. The mixture is stirred at 25-30° C. for 18˜20 h. 3.2 L of water are added dropwise at <30° C. and the solution is concentrated to ˜1 L of volume to remove most of tetrah... Reactants: FC(C(=O)O)(F)F (trifluoroacetic acid), C(C)(C)(C)OC(=O)N(CCCCCNC(CCC(N(CCCCC#N)OCC1=CC=CC=C1)=O)=O)OCC1=CC=CC=C1 (17-(tert-Butoxycarbonyl)-6,17-bis(benzyloxy)-7,10-dioxo-6,11,17-triazaheptadecanenitrile). Solvent: C(Cl)Cl (CH2Cl2). Run at temperature 0 celsius, time 30 minute. Product: C(C1=CC=CC=C1)ON(CCCCC#N)C(CCC(NCCCCCNOCC1=CC=CC=C1)=O)=O (6,17-Bis(benzyloxy)-7,10-dioxo-6,11,17-triazaheptadecane-nitrile). The yield is 86.1%. RXN SMILES: FC(F)(F)C(O)=O.C(OC([N:15]([O:43][CH2:44][C:45]1[CH:50]=[CH:49][CH:48]=[CH:47][CH:46]=1)[CH2:16][CH2:17][CH2:18][CH2:19][CH2:20][NH:21][C:22](=[O:42])[CH2:23][CH2:24][C:25](=[O:41])[N:26]([O:33][CH2:34][C:35]1[CH:40]=[CH:39][CH:38]=[CH:37][CH:36]=1)[CH2:27][CH2:28][CH2:29][CH2:30][C:31]#[N:32])=O)(C)(C)C>C(Cl)Cl>[CH2:34]([O:33][N:26]([C:25](=[O:41])[CH2:24][CH2:23][C:22](=[O:42])[NH:21][CH2:20][CH2:19][CH2:18][CH2:17][CH2:16][NH:15][O:43][CH2:44][C:45]1[CH:46]=[CH:47][CH:48]=[CH:49][CH:50]=1)[CH2:27][CH2:28][CH2:29][CH2:30][C:31]#[N:32])[C:35]1[CH:36]=[CH:37][CH:38]=[CH:39][CH:40]=1. Procedure details: 6,17-Bis(benzyloxy)-7,10-dioxo-6,11,17-triazaheptadecane-nitrile (9) was synthesized by slowly adding trifluoroacetic acid (TFA, 40 mL) to (8) (6.00 g, 10.1 mmol) in CH2Cl2 (100 mL). The solution was stirred at 0° C. for 15 minutes and at room temperature for 30 minutes. Solvents were removed by rotary evaporation, aqueous NaHCO3 was added and the product was extracted into CHCl3. Column chromatography on silica gel, eluting with 5% CH3OH/CHCl3, afforded 4.3 g (87%) of (9): NMR δ 1.2-1.8 (m, 10 ... The reactants are C(#N)C1=C(C=C(C=C1)N(C(C(=O)O)CC)CC(F)(F)F)C(F)(F)F (2-[[4-cyano-3-(trifluoromethyl)phenyl](2,2,2-trifluoroethyl)amino]butanoic acid), FC1=CC=C(N)C=C1 (4-fluoroaniline). Yields the product C(#N)C1=C(C=C(C=C1)N(C(C(=O)NC1=CC=C(C=C1)F)CC)CC(F)(F)F)C(F)(F)F (2-[[4-Cyano-3-(trifluoromethyl)phenyl](2,2,2-trifluoroethyl)amino]-N-(4-fluorophenyl)butanamide). Reaction SMILES: [C:1]([C:3]1[CH:8]=[CH:7][C:6]([N:9]([CH2:16][C:17]([F:20])([F:19])[F:18])[CH:10]([CH2:14][CH3:15])[C:11](O)=[O:12])=[CH:5][C:4]=1[C:21]([F:24])([F:23])[F:22])#[N:2].[F:25][C:26]1[CH:32]=[CH:31][C:29]([NH2:30])=[CH:28][CH:27]=1>>[C:1]([C:3]1[CH:8]=[CH:7][C:6]([N:9]([CH2:16][C:17]([F:20])([F:19])[F:18])[CH:10]([CH2:14][CH3:15])[C:11]([NH:30][C:29]2[CH:31]=[CH:32][C:26]([F:25])=[CH:27][CH:28]=2)=[O:12])=[CH:5][C:4]=1[C:21]([F:22])([F:24])[F:23])#[N:2]. Procedure details: Synthesized as described in Example 91C using 2-[[4-cyano-3-(trifluoromethyl)phenyl](2,2,2-trifluoroethyl)amino]butanoic acid and 4-fluoroaniline: